Dataset: the Open Reaction Database (ORD), a public repository of structured organic reaction records. Task: describe an organic reaction: reactants, conditions, products, and yield The reactants are C(C=C)C1=C(NC2=C1C(=NC=C2)Cl)C (3-allyl-4-chloro-2-methyl-1H-pyrrolo[3,2-c]pyridine), C1NCCC2=CC=CC=C12 (1,2,3,4-tetrahydroisoquinoline). Product: Cl.C(C=C)C1=C(NC2=C1C(=NC=C2)N2CC1=CC=CC=C1CC2)C (3-allyl-2-methyl-4-(1,2,3,4-tetrahydroisoquinolin-2-yl)-1H-pyrrolo[3,2-c]pyridine hydrochloride). Isolated yield 77.4%. RXN SMILES: [CH2:1]([C:4]1[C:8]2[C:9]([Cl:13])=[N:10][CH:11]=[CH:12][C:7]=2[NH:6][C:5]=1[CH3:14])[CH:2]=[CH2:3].[CH2:15]1[C:24]2[C:19](=[CH:20][CH:21]=[CH:22][CH:23]=2)[CH2:18][CH2:17][NH:16]1>>[ClH:13].[CH2:1]([C:4]1[C:8]2[C:9]([N:16]3[CH2:17][CH2:18][C:19]4[C:24](=[CH:23][CH:22]=[CH:21][CH:20]=4)[CH2:15]3)=[N:10][CH:11]=[CH:12][C:7]=2[NH:6][C:5]=1[CH3:14])[CH:2]=[CH2:3] |f:2.3|. Procedure: In accordance with the same procedures as Examples 1 and 2, except for using 3-allyl-4-chloro-2-methyl-1H-pyrrolo[3,2-c]pyridine prepared in Preparation 4 and 1,2,3,4-tetrahydroisoquinoline, the titled compound was obtained as a pale yellow solid. (Yield: 77.4%)